Dataset: the Open Reaction Database (ORD), a public repository of structured organic reaction records. Task: describe an organic reaction: reactants, conditions, products, and yield Reactants: BrC1=C(N)C=C(C=C1)F (2-bromo-5-fluoroaniline), O (water), CC(C)=O (propan-2-one), C(C)(=O)O[BH-](OC(C)=O)OC(C)=O.[Na+] (sodium triacetoxyborohydride). Solvent: C(Cl)Cl (DCM). Conditions: temperature 20 celsius. The product is BrC1=C(NC(C)C)C=C(C=C1)F (2-Bromo-5-fluoro-N-(propan-2-yl)aniline). RXN SMILES: [Br:1][C:2]1[CH:8]=[CH:7][C:6]([F:9])=[CH:5][C:3]=1[NH2:4].[CH3:10][C:11](=O)[CH3:12].C(O[BH-](OC(=O)C)OC(=O)C)(=O)C.[Na+].O>C(Cl)Cl>[Br:1][C:2]1[CH:8]=[CH:7][C:6]([F:9])=[CH:5][C:3]=1[NH:4][CH:11]([CH3:12])[CH3:10] |f:2.3|. Reported procedure: 2-bromo-5-fluoroaniline E-1.7″″″ (2.00 g; 10.53 mmol) is suspended in 20 ml DCM and propan-2-one (1.55 ml; 21.05) is added and the reaction mixture is stirred for 16 at 20° C. Afterwards sodium triacetoxyborohydride (4.69 g; 21.05 mmol) is added and the reaction mixture is stirred for 48 h at 20° C. The reaction mixture is poured into water and extracted with DCM. The combined organic layer is dried over MgSO4 the solid materials are filtered off and HCl in dioxane is added until the pH value is... The product is CN1CC(N(C(=O)c2ccc(Cl)cc2)c2ccccc2)CN1C. As a reaction SMILES: [CH3:1][N:2]1[N:3]([CH3:14])[CH2:4][CH:5]([NH:7][c:8]2[cH:9][cH:10][cH:11][cH:12][cH:13]2)[CH2:6]1.[CH:25]([Cl:26])([Cl:27])[Cl:28].[Cl:15][c:16]1[cH:17][cH:18][c:19]([C:20](=[O:21])[Cl:22])[cH:23][cH:24]1>>[CH3:1][N:2]1[N:3]([CH3:14])[CH2:4][CH:5]([N:7]([c:8]2[cH:9][cH:10][cH:11][cH:12][cH:13]2)[C:20]([c:19]2[cH:18][cH:17][c:16]([Cl:15])[cH:24][cH:23]2)=[O:21])[CH2:6]1. Reactants: CN1CC(Nc2ccccc2)CN1C, ClC(Cl)Cl, O=C(Cl)c1ccc(Cl)cc1.